This data is from the Open Reaction Database (ORD), a public repository of structured organic reaction records. The task is: describe an organic reaction: reactants, conditions, products, and yield Reactants: [N+](=[N-])=C.CCOCC (diazomethane ether), ClC1=C2C(=C(NC2=C(C=C1)C)C(=O)O)C (4-chloro-3,7-dimethylindole-2-carboxylic acid). Solvent: CCOCC (ether). Reaction conditions: time 30 minute. The product is ClC1=C2C(=C(NC2=C(C=C1)C)C(=O)OC)C (methyl 4-chloro-3,7-dimethylindole-2-carboxylate). Yield: 77.0%. Reaction SMILES: [N+](=[CH2:3])=[N-].CCOCC.[Cl:9][C:10]1[CH:18]=[CH:17][C:16]([CH3:19])=[C:15]2[C:11]=1[C:12]([CH3:23])=[C:13]([C:20]([OH:22])=[O:21])[NH:14]2>CCOCC>[Cl:9][C:10]1[CH:18]=[CH:17][C:16]([CH3:19])=[C:15]2[C:11]=1[C:12]([CH3:23])=[C:13]([C:20]([O:22][CH3:3])=[O:21])[NH:14]2 |f:0.1|. Reported procedure: An excess diazomethane ether solution was added to an ether solution of 0.50 g (2.24 mmol) of 4-chloro-3,7-dimethylindole-2-carboxylic acid under ice-cooling. The reaction mixture was allowed to stand for 30 minutes and then washed with 1N HCl aqueous solution and aqueous saturated sodium chloride solution. The ether layer was dried over anhydrous magnesium sulfate and concentrated under reduced pressure to provide white crystals. The crude crystals were purified by silica gel column chromatogra...